This data is from the Open Reaction Database (ORD), a public repository of structured organic reaction records. The task is: describe an organic reaction: reactants, conditions, products, and yield Reactants: CC(CC(C)=O)=O (2,4-pentanedione), [I-].[Na+] (sodium iodide), CC(=O)C (acetone), 1,3-bromochloropropane, C([O-])([O-])=O.[K+].[K+] (potassium carbonate). The product is C(C)(=O)C=1CCCOC1C (5-Acetyl-6-methyl-3,4-dihydro-2H-pyrane). As a reaction SMILES: [CH3:1][C:2](=[O:7])[CH2:3][C:4](=[O:6])[CH3:5].C(=O)([O-])[O-].[K+].[K+].[I-].[Na+].[CH3:16][C:17]([CH3:19])=O>>[C:4]([C:3]1[CH2:16][CH2:17][CH2:19][O:7][C:2]=1[CH3:1])(=[O:6])[CH3:5] |f:1.2.3,4.5|. Procedure: A mixture of 130.4 g. (1.3 moles) of 2,4-pentanedione, 251.9 g. (1.6 moles) of 1,3-bromochloropropane, 168 g. (1.2 moles) of anhydrous potassium carbonate, 1 g. of anhydrous sodium iodide and 250 ml. of dry acetone is refluxed for 20 hours, under exclusion of humidity, with stirring. After cooling the mixture is filtered, washed with four 150-ml. portions of dry acetone, the combined acetone extract is evaporated, and the residue is subjected to fractionated distillation in vacuum, on a Vigreux ... Starting materials: Cl.NCC1=C(C=CC(=C1)F)S(=O)(=O)N(C)C (2-(aminomethyl)-4-fluoro-N,N-dimethylbenzenesulfonamide hydrochloride), Cl (hydrochloric acid), O1CCCC1 (tetrahydrofuran), C(C)(=O)NCC1=C(C=CC(=C1)F)S(=O)(=O)Cl (2-[(acetylamino)methyl]-4-fluorobenzenesulfonyl chloride), CNC (dimethylamine). Yields the product Cl.ClC=1C=C(C(N(C1)CC1=C(C=CC(=C1)F)S(N(C)C)(=O)=O)=N)C(=O)N (5-chloro-1-[2-(dimethylsulfamoyl)-5-fluorobenzyl]-2-imino-1,2-dihydropyridine-3-carboxamide hydrochloride). As a reaction SMILES: [ClH:1].[NH2:2][CH2:3][C:4]1[CH:9]=[C:8]([F:10])[CH:7]=[CH:6][C:5]=1[S:11]([N:14]([CH3:16])[CH3:15])(=[O:13])=[O:12].C([NH:20][CH2:21][C:22]1C=C(F)[CH:25]=[CH:24][C:23]=1S([Cl:32])(=O)=O)(=O)C.C[NH:34][CH3:35].Cl.[O:37]1CCCC1>>[ClH:32].[Cl:1][C:24]1[CH:23]=[C:22]([C:35]([NH2:34])=[O:37])[C:21](=[NH:20])[N:2]([CH2:3][C:4]2[CH:9]=[C:8]([F:10])[CH:7]=[CH:6][C:5]=2[S:11](=[O:12])(=[O:13])[N:14]([CH3:16])[CH3:15])[CH:25]=1 |f:0.1,6.7|. Procedure: (Step 1) According to the method of Example 29, Steps 2 and 3, 2-(aminomethyl)-4-fluoro-N,N-dimethylbenzenesulfonamide hydrochloride was synthesized using 2-[(acetylamino)methyl]-4-fluorobenzenesulfonyl chloride, a solution of dimethylamine in tetrahydrofuran, and hydrochloric acid. Reactants: O=C(NC(=S)Nc1cc(Br)cc(Br)c1)c1ccccc1, C1CCOC1, [Na+], [OH-], O. Product: NC(=S)Nc1cc(Br)cc(Br)c1. As a reaction SMILES: [C:3](=[O:4])([c:5]1[cH:6][cH:7][cH:8][cH:9][cH:10]1)[NH:11][C:12](=[S:13])[NH:14][c:15]1[cH:16][c:17]([Br:22])[cH:18][c:19]([Br:21])[cH:20]1.[CH2:24]1[O:25][CH2:26][CH2:27][CH2:28]1.[Na+:2].[OH-:1].[OH2:23]>>[NH2:11][C:12](=[S:13])[NH:14][c:15]1[cH:16][c:17]([Br:22])[cH:18][c:19]([Br:21])[cH:20]1. Reactants: CCS(=O)(=O)c1ccc(Br)cn1, O=C([O-])[O-], CCOC(C)=O, COCOc1cc(O)cc(C(=O)OC)c1, CN(C)C=O, [Cl-], [Cs+], [Cs+], [NH4+]. The product is CCS(=O)(=O)c1ccc(Oc2cc(OCOC)cc(C(=O)OC)c2)cn1. Reaction SMILES: [Br:1][c:2]1[cH:3][cH:4][c:5]([S:8](=[O:9])(=[O:10])[CH2:11][CH3:12])[n:6][cH:7]1.[C:13](=[O:14])([O-:15])[O-:16].[CH2:41]([O:42][C:43](=[O:44])[CH3:45])[CH3:46].[CH3:19][O:20][C:21]([c:22]1[cH:23][c:24]([O:29][CH2:30][O:31][CH3:32])[cH:25][c:26]([OH:28])[cH:27]1)=[O:33].[CH3:36][N:37]([CH3:38])[CH:39]=[O:40].[Cl-:34].[Cs+:17].[Cs+:18].[NH4+:35]>>[c:2]1([O:28][c:26]2[cH:25][c:24]([O:29][CH2:30][O:31][CH3:32])[cH:23][c:22]([C:21]([O:20][CH3:19])=[O:33])[cH:27]2)[cH:3][cH:4][c:5]([S:8](=[O:9])(=[O:10])[CH2:11][CH3:12])[n:6][cH:7]1. Reaction SMILES: [Cl:1][C:2]([O:3][CH:4]([Cl:5])[CH3:6])=[O:7].[Cl:35][CH:36]([Cl:37])[CH3:38].[F:8][c:9]1[c:10]([C:11](=[O:12])[NH:13][c:14]2[n:15][c:16]([C:20](=[O:21])[CH:22]3[CH2:23][CH2:24][N:25]([CH3:28])[CH2:26][CH2:27]3)[cH:17][cH:18][cH:19]2)[c:29]([F:34])[cH:30][c:31]([F:33])[cH:32]1>>[F:8][c:9]1[c:10]([C:11](=[O:12])[NH:13][c:14]2[n:15][c:16]([C:20](=[O:21])[CH:22]3[CH2:23][CH2:24][NH:25][CH2:26][CH2:27]3)[cH:17][cH:18][cH:19]2)[c:29]([F:34])[cH:30][c:31]([F:33])[cH:32]1. Product: O=C(Nc1cccc(C(=O)C2CCNCC2)n1)c1c(F)cc(F)cc1F. Starting materials: CC(Cl)OC(=O)Cl, CC(Cl)Cl, CN1CCC(C(=O)c2cccc(NC(=O)c3c(F)cc(F)cc3F)n2)CC1. Starting materials: COC(=O)c1ccc(C(=O)C(CC(=O)c2ccc(C(C)(C)C)cc2)c2ccc(OC(F)(F)F)cc2)cc1, CCO, [Na+], [OH-]. The product is CC(C)(C)c1ccc(C(=O)CC(C(=O)c2ccc(C(=O)O)cc2)c2ccc(OC(F)(F)F)cc2)cc1. RXN SMILES: [CH3:1][O:2][C:3]([c:4]1[cH:5][cH:6][c:7]([C:10]([CH:11]([CH2:12][C:13](=[O:14])[c:15]2[cH:16][cH:17][c:18]([C:21]([CH3:22])([CH3:23])[CH3:24])[cH:19][cH:20]2)[c:25]2[cH:26][cH:27][c:28]([O:31][C:32]([F:33])([F:34])[F:35])[cH:29][cH:30]2)=[O:36])[cH:8][cH:9]1)=[O:37].[CH3:40][CH2:41][OH:42].[Na+:39].[OH-:38]>>[O:2]=[C:3]([c:4]1[cH:5][cH:6][c:7]([C:10]([CH:11]([CH2:12][C:13](=[O:14])[c:15]2[cH:16][cH:17][c:18]([C:21]([CH3:22])([CH3:23])[CH3:24])[cH:19][cH:20]2)[c:25]2[cH:26][cH:27][c:28]([O:31][C:32]([F:33])([F:34])[F:35])[cH:29][cH:30]2)=[O:36])[cH:8][cH:9]1)[OH:37].